This data is from the Open Reaction Database (ORD), a public repository of structured organic reaction records. The task is: describe an organic reaction: reactants, conditions, products, and yield The reactants are C(C)(=O)O (acetic acid), C(=O)C=1NC=2CCCCC2C1C(C(=O)O)C ((2-Formyl-4,5,6,7-tetrahydro-1H-indol-3-yl)-propionic acid), C(C)(C)NS(=O)(=O)C=1C=C2CC(NC2=CC1)=O (5-isopropylaminosulfonyl-2-oxindole), N1CCCCC1 (piperidine). The solvent is C(C)O (ethanol). Yields the product C(C)(C)NS(=O)(=O)C=1C=C2C(C(NC2=CC1)=O)=CC=1NC=2CCCCC2C1CCC(=O)O (3-[2-(5-isopropylaminosulfonyl-2-oxo-1,2-dihydroindol-3-ylidenemethyl)-4,5,6,7-tetrahydro-1H-indol-3-yl]-propionic acid). RXN SMILES: [CH:1]([C:3]1[NH:4][C:5]2[CH2:6][CH2:7][CH2:8][CH2:9][C:10]=2[C:11]=1[CH:12]([CH3:16])C(O)=O)=O.[CH:17]([NH:20][S:21]([C:24]1[CH:25]=[C:26]2[C:30](=[CH:31][CH:32]=1)[NH:29][C:28](=[O:33])[CH2:27]2)(=[O:23])=[O:22])([CH3:19])[CH3:18].N1CCCCC1.[C:40]([OH:43])(=[O:42])C>C(O)C>[CH:17]([NH:20][S:21]([C:24]1[CH:25]=[C:26]2[C:30](=[CH:31][CH:32]=1)[NH:29][C:28](=[O:33])[C:27]2=[CH:1][C:3]1[NH:4][C:5]2[CH2:6][CH2:7][CH2:8][CH2:9][C:10]=2[C:11]=1[CH2:12][CH2:16][C:40]([OH:43])=[O:42])(=[O:23])=[O:22])([CH3:19])[CH3:18]. Procedure details: A mixture of (2-Formyl-4,5,6,7-tetrahydro-1H-indol-3-yl)-propionic acid (5.4 g), 5.7 g of 5-isopropylaminosulfonyl-2-oxindole and 2.7 g of piperidine in 25 mL of ethanol was refluxed for 4 hours. Upon addition of acetic acid (8 mL), a precipitate formed. The mixture was refluxed for 5 minutes and cooled to ambient temperature. The precipitate was collected by vacuum filtration and washed with 20 mL of ethanol. The solids were slurry-washed in 30 mL of reflushing ethanol, cooled, collected by vac... Isolated yield 80.0%. Reactants: NC1=C(C=CC(=C1)Br)O (2-amino-4-bromophenol), COC=1C=C(C(=O)O)C=CC1C1=NC=CC=C1 (3-methoxy-4-pyridin-2-ylbenzoic acid). The solvent is C[Si](C)(C)OP(=O)=O (trimethylsilyl polyphosphate). Run at temperature 200 celsius. Product: BrC=1C=CC2=C(N=C(O2)C2=CC(=C(C=C2)C2=NC=CC=C2)OC)C1 (5-bromo-2-(3-methoxy-4-pyridin-2-ylphenyl)-1,3-benzoxazole). RXN SMILES: [NH2:1][C:2]1[CH:7]=[C:6]([Br:8])[CH:5]=[CH:4][C:3]=1[OH:9].[CH3:10][O:11][C:12]1[CH:13]=[C:14]([CH:18]=[CH:19][C:20]=1[C:21]1[CH:26]=[CH:25][CH:24]=[CH:23][N:22]=1)[C:15](O)=O>C[Si](OP(=O)=O)(C)C>[Br:8][C:6]1[CH:5]=[CH:4][C:3]2[O:9][C:15]([C:14]3[CH:18]=[CH:19][C:20]([C:21]4[CH:26]=[CH:25][CH:24]=[CH:23][N:22]=4)=[C:12]([O:11][CH3:10])[CH:13]=3)=[N:1][C:2]=2[CH:7]=1. Reported procedure: To 20 mL trimethylsilyl polyphosphate was added 2-amino-4-bromophenol (752 mg, 4.00 mmol) and 3-methoxy-4-pyridin-2-ylbenzoic acid (916 mg, 4.00 mmol). The mixture was heated at 200° C. for 2 h, quenched over ice, and made basic (pH 14) with 1N NaOH. The aqueous phase was extracted with MTBE (3×300 mL). The combined organic layers were washed with brine, dried over MgSO4, filtered, concentrated in vacuo, and purified by column chromatography (20–50% EtOAc/hexanes) to give 5-bromo-2-(3-methoxy-4-... Reactants: FC(F)(F)Oc1ccc2nc(Cl)sc2c1, O=[N+]([O-])O, O=S(=O)(O)O. Yields the product O=[N+]([O-])c1c(OC(F)(F)F)ccc2nc(Cl)sc12. RXN SMILES: [Cl:1][c:2]1[s:3][c:4]2[c:5]([n:6]1)[cH:7][cH:8][c:9]([O:11][C:12]([F:13])([F:14])[F:15])[cH:10]2.[OH:16][N+:17]([O-:18])=[O:19].[S:20](=[O:21])(=[O:22])([OH:23])[OH:24]>>[Cl:1][c:2]1[s:3][c:4]2[c:5]([n:6]1)[cH:7][cH:8][c:9]([O:11][C:12]([F:13])([F:14])[F:15])[c:10]2[N+:17](=[O:16])[O-:18]. RXN SMILES: [C:1]([O:5][C:6]([N:8]1[CH2:14][CH2:13][C:12]2[S:15][C:16](Br)=[N:17][C:11]=2[CH2:10][CH2:9]1)=[O:7])([CH3:4])([CH3:3])[CH3:2].[CH3:19][O-:20].[Na+]>CO>[C:1]([O:5][C:6]([N:8]1[CH2:14][CH2:13][C:12]2[S:15][C:16]([O:20][CH3:19])=[N:17][C:11]=2[CH2:10][CH2:9]1)=[O:7])([CH3:4])([CH3:3])[CH3:2] |f:1.2|. The solvent is CO (methanol). The reactants are C(C)(C)(C)OC(=O)N1CCC2=C(CC1)SC(=N2)Br (bromo-4,5,7,8-tetrahydro-thiazolo[4,5-d]azepine-6-carboxylic acid tert-butyl ester), C[O-].[Na+] (sodium methylate). Procedure: 1.00 g (3.00 mmol) bromo-4,5,7,8-tetrahydro-thiazolo[4,5-d]azepine-6-carboxylic acid tert-butyl ester, 0.40 g (7.00 mmol) sodium methylate in 15 mL methanol were heated at 100° C. for 4 h under microwave irradiation. The mixture was purified by chromatography. Product: C(C)(C)(C)OC(=O)N1CCC2=C(CC1)SC(=N2)OC (2-Methoxy-4,5,7,8-tetrahydro-thiazolo[4,5-d]azepine-6-carboxylic acid tert-butyl ester). Starting materials: C[Si](C)(C)[N-][Si](C)(C)C.[Li+] (lithium bis(trimethylsilyl)amide), ClC(CC)B1OC(C(O1)(C)CCC(CC(=O)OC(C)(C)C)C)(C)C (tert-butyl 5-[2-(1(RS)-chloropropyl)-4(RS),5,5-trimethyl-1,3,2-dioxaborolan-4-yl]-3(RS)-methylvalerate), FC(C(=O)O)(F)F (trifluoroacetic acid). Solvent: O1CCCC1 (tetrahydrofuran), O1CCCC1 (tetrahydrofuran). Reaction conditions: time 8 hour. Yields the product NC(CC)B1OC(C(O1)(C)CCC(CC(=O)OC(C)(C)C)C)(C)C (tert-butyl 5-[2-(1(RS)-aminopropyl)-4(RS), 5,5-trimethyl-1,3,2-dioxaborolan-4-yl]-3(RS)-methylvalerate). Isolated yield 129.1%. As a reaction SMILES: Cl[CH:2]([B:5]1[O:9][C:8]([CH2:11][CH2:12][CH:13]([CH3:22])[CH2:14][C:15]([O:17][C:18]([CH3:21])([CH3:20])[CH3:19])=[O:16])([CH3:10])[C:7]([CH3:24])([CH3:23])[O:6]1)[CH2:3][CH3:4].C[Si]([N-:29][Si](C)(C)C)(C)C.[Li+].FC(F)(F)C(O)=O>O1CCCC1>[NH2:29][CH:2]([B:5]1[O:9][C:8]([CH2:11][CH2:12][CH:13]([CH3:22])[CH2:14][C:15]([O:17][C:18]([CH3:21])([CH3:20])[CH3:19])=[O:16])([CH3:10])[C:7]([CH3:24])([CH3:23])[O:6]1)[CH2:3][CH3:4] |f:1.2|. Reported procedure: 0.82 g (2.27 mmol) of tert-butyl 5-[2-(1(RS)-chloropropyl)-4(RS),5,5-trimethyl-1,3,2-dioxaborolan-4-yl]-3(RS)-methylvalerate was dissolved in 10 ml of tetrahydrofuran and then cooledto -78° C. under a nitrogen atmosphere. 2.3 ml (2.3 mmol) of 1M lithium bis(trimethylsilyl)amide in tetrahydrofuran were added dropwise. The solution was then stirred overnight while slowly warming to room temperature. The solvent was removed by evaporation and the residue was taken up in diethyl ether. Insoluble mat... The reactants are NC1=NNC=C1 (3-aminopyrazole), O\C=C\1/C(NC2=CC=CC=C12)=O (Z-3-[(hydroxy)-methylene]-1,3-dihydro-indol-2-one), CC=1C=C(CC=2C=C(NN2)N)C=CC1 (5-(3-methyl-benzyl)-2H-pyrazol-3-ylamine). Solvent: O1CCCC1 (tetrahydrofuran). Yields the product CC=1C=C(CC=2C=C(NN2)NC=C2C(NC3=CC=CC=C23)=O)C=CC1 (3-{[5-(3-Methyl-benzyl)-2H-pyrazol-3-ylamino]-methylene}-1,3-dihydro-indol-2-one). RXN SMILES: NC1C=CNN=1.O/[CH:8]=[C:9]1\[C:10](=[O:18])[NH:11][C:12]2[C:17]\1=[CH:16][CH:15]=[CH:14][CH:13]=2.[CH3:19][C:20]1[CH:21]=[C:22]([CH:30]=[CH:31][CH:32]=1)[CH2:23][C:24]1[CH:25]=[C:26]([NH2:29])[NH:27][N:28]=1>O1CCCC1>[CH3:19][C:20]1[CH:21]=[C:22]([CH:30]=[CH:31][CH:32]=1)[CH2:23][C:24]1[CH:25]=[C:26]([NH:29][CH:8]=[C:9]2[C:17]3[C:12](=[CH:13][CH:14]=[CH:15][CH:16]=3)[NH:11][C:10]2=[O:18])[NH:27][N:28]=1. Procedure details: The named compound is prepared by substituting 5-(3-methyl-benzyl)-2H-pyrazol-3-ylamine for 3-aminopyrazole in the reaction of Example 1. Specifically, E & Z-3-[(hydroxy)-methylene]-1,3-dihydro-indol-2-one (0.100 gms.) is reacted with 0.240 gms. 5-(3-methyl-benzyl)-2H-pyrazol-3-ylamine by refluxing in tetrahydrofuran (2.5 mL) overnight. Starting materials: C(C)N(C1=C(C=C(C(=C1)OC)OC)C1CC=2C=CC(=CC2CC1)OC(C(C)(C)C)=O)C(C1=CC(=C(C=C1)O)F)=O (pivalic acid 6-{2-[ethyl(3-fluoro-4-hydroxybenzoyl)amino]-4,5-dimethoxyphenyl}-5,6,7,8-tetrahydronaphthalen-2-yl ester), ClCC(=O)N1CCC(CC1)C (2-chloro-1-(4-methylpiperidin-1-yl)ethanone). The product is C(C)N(C1=C(C=C(C(=C1)OC)OC)C1CC=2C=CC(=CC2CC1)O)CC1=CC(=C(C=C1)OCCN1CCC(CC1)C)F (6-{2-{Ethyl{3-fluoro-4-[2-(4-methylpiperidin-1-yl)ethoxy]benzyl}amino}-4,5-dimethoxyphenyl}-5,6,7,8-tetrahydronaphthalen-2-ol). Isolated yield 4.0%. As a reaction SMILES: [CH2:1]([N:3]([C:31](=O)[C:32]1[CH:37]=[CH:36][C:35]([OH:38])=[C:34]([F:39])[CH:33]=1)[C:4]1[CH:9]=[C:8]([O:10][CH3:11])[C:7]([O:12][CH3:13])=[CH:6][C:5]=1[CH:14]1[CH2:23][CH2:22][C:21]2[CH:20]=[C:19]([O:24]C(=O)C(C)(C)C)[CH:18]=[CH:17][C:16]=2[CH2:15]1)[CH3:2].Cl[CH2:42][C:43]([N:45]1[CH2:50][CH2:49][CH:48]([CH3:51])[CH2:47][CH2:46]1)=O>>[CH2:1]([N:3]([CH2:31][C:32]1[CH:37]=[CH:36][C:35]([O:38][CH2:42][CH2:43][N:45]2[CH2:50][CH2:49][CH:48]([CH3:51])[CH2:47][CH2:46]2)=[C:34]([F:39])[CH:33]=1)[C:4]1[CH:9]=[C:8]([O:10][CH3:11])[C:7]([O:12][CH3:13])=[CH:6][C:5]=1[CH:14]1[CH2:23][CH2:22][C:21]2[CH:20]=[C:19]([OH:24])[CH:18]=[CH:17][C:16]=2[CH2:15]1)[CH3:2]. Procedure details: Synthesized from pivalic acid 6-{2-[ethyl(3-fluoro-4-hydroxybenzoyl)amino]-4,5-dimethoxyphenyl}-5,6,7,8-tetrahydronaphthalen-2-yl ester (19 mg) and 2-chloro-1-(4-methylpiperidin-1-yl)ethanone (12 mg) according to an analogous synthetic method to Example 404 and purified by LC-MS, the title compound (0.8 mg) was obtained. Starting materials: C(C)(=O)NC1=C(C=CC(=C1)SC1=CC=C(C=C1)C)[N+](=O)[O-] (2-acetamido-4-(p-methylthiophenoxy)-1-nitrobenzene), [OH-].[Na+] (sodium hydroxide). Run in CO (methanol). Run at time 5 minute. Yields the product NC1=C(C=C(C=C1)SC1=CC=C(C=C1)C)N (1,2-diamino-4-(p-methylthiophenoxy)-benzene). Reaction SMILES: C([NH:4][C:5]1[CH:10]=[C:9]([S:11][C:12]2[CH:17]=[CH:16][C:15]([CH3:18])=[CH:14][CH:13]=2)[CH:8]=[CH:7][C:6]=1[N+:19]([O-])=O)(=O)C.[OH-].[Na+]>CO>[NH2:19][C:6]1[CH:7]=[CH:8][C:9]([S:11][C:12]2[CH:17]=[CH:16][C:15]([CH3:18])=[CH:14][CH:13]=2)=[CH:10][C:5]=1[NH2:4] |f:1.2|. Procedure details: 3.5 G. of 2-acetamido-4-(p-methylthiophenoxy)-1-nitrobenzene is treated on the steam bath with 7 ml. 5N sodium hydroxide and 50 ml. methanol for 1 hour. The mixture is concentrated, diluted with water and the 2-amino-4-(p-methylthiophenoxy)-1-nitrobenzene filtered off. This material is treated in 18 ml. concentrated hydrochloric acid with 18 g. stannous chloride on the steam bath for 5 minutes. The mixture is cooled, decanted and the solid washed with 18 ml. 6N hydrochloric acid. The free base i...